This data is from the Open Reaction Database (ORD), a public repository of structured organic reaction records. The task is: describe an organic reaction: reactants, conditions, products, and yield Starting materials: OCC(CO)(CO)CBr, O=C([O-])[O-], COc1cc2c(Oc3cc4ccccc4nc3C)ccnc2cc1O, CN(C)C=O, [K+], [K+], [Na+], [OH-], O, O=C(O)C(F)(F)F. The product is COc1cc2c(Oc3cc4ccccc4nc3C)ccnc2cc1OCC(CO)(CO)CO. Reaction SMILES: [Br:32][CH2:33][C:34]([CH2:35][OH:36])([CH2:37][OH:38])[CH2:39][OH:40].[C:26](=[O:27])([O-:28])[O-:29].[CH3:1][O:2][c:3]1[cH:4][c:5]2[c:6]([O:14][c:15]3[c:16]([CH3:25])[n:17][c:18]4[cH:19][cH:20][cH:21][cH:22][c:23]4[cH:24]3)[cH:7][cH:8][n:9][c:10]2[cH:11][c:12]1[OH:13].[CH3:51][N:52]([CH3:53])[CH:54]=[O:55].[K+:30].[K+:31].[Na+:49].[OH-:48].[OH2:50].[OH:41][C:42]([C:43]([F:44])([F:45])[F:46])=[O:47]>>[CH3:1][O:2][c:3]1[cH:4][c:5]2[c:6]([O:14][c:15]3[c:16]([CH3:25])[n:17][c:18]4[cH:19][cH:20][cH:21][cH:22][c:23]4[cH:24]3)[cH:7][cH:8][n:9][c:10]2[cH:11][c:12]1[O:13][CH2:33][C:34]([CH2:35][OH:36])([CH2:37][OH:38])[CH2:39][OH:40]. Starting materials: COC1=CC=CC2=C1CCCCN2C(CN2C(C(C(N(C1=C2C=CC=C1)C1=CC=CC=C1)=O)CC1=NN(C2=CC=CC=C12)C(=O)OC(C)(C)C)=O)=O (tert-butyl 3-({1-[2-(6-methoxy-2,3,4,5-tetrahydro-1H-1-benzazepin-1-yl)-2-oxoethyl]-2,4-dioxo-5-phenyl-2,3,4,5-tetrahydro-1H-1,5-benzodiazepin-3-yl}methyl)-1H-indazole-1-carboxylate), FC(C(=O)O)(F)F (trifluoroacetic acid). Run in C(Cl)Cl (methylene chloride). Run at time 8 hour. Yields the product N1N=C(C2=CC=CC=C12)CC1C(N(C2=C(N(C1=O)CC(=O)N1CCCCC3=C1C=CC=C3OC)C=CC=C2)C2=CC=CC=C2)=O (3-(1H-indazol-3-ylmethyl)-1-[2-(6-methoxy-2,3,4,5-tetrahydro-1H-1-benzazepin-1-yl)-2-oxoethyl]-5-phenyl-1H-1,5-benzodiazepine-2,4(3H,5H)-dione). Yield: 19.7%. Reaction SMILES: [CH3:1][O:2][C:3]1[C:8]2[CH2:9][CH2:10][CH2:11][CH2:12][N:13]([C:14](=[O:52])[CH2:15][N:16]3[C:22]4[CH:23]=[CH:24][CH:25]=[CH:26][C:21]=4[N:20]([C:27]4[CH:32]=[CH:31][CH:30]=[CH:29][CH:28]=4)[C:19](=[O:33])[CH:18]([CH2:34][C:35]4[C:43]5[C:38](=[CH:39][CH:40]=[CH:41][CH:42]=5)[N:37](C(OC(C)(C)C)=O)[N:36]=4)[C:17]3=[O:51])[C:7]=2[CH:6]=[CH:5][CH:4]=1.FC(F)(F)C(O)=O>C(Cl)Cl>[NH:37]1[C:38]2[C:43](=[CH:42][CH:41]=[CH:40][CH:39]=2)[C:35]([CH2:34][CH:18]2[C:17](=[O:51])[N:16]([CH2:15][C:14]([N:13]3[C:7]4[CH:6]=[CH:5][CH:4]=[C:3]([O:2][CH3:1])[C:8]=4[CH2:9][CH2:10][CH2:11][CH2:12]3)=[O:52])[C:22]3[CH:23]=[CH:24][CH:25]=[CH:26][C:21]=3[N:20]([C:27]3[CH:32]=[CH:31][CH:30]=[CH:29][CH:28]=3)[C:19]2=[O:33])=[N:36]1. Procedure: A solution of tert-butyl 3-({1-[2-(6-methoxy-2,3,4,5-tetrahydro-1H-1-benzazepin-1-yl)-2-oxoethyl]-2,4-dioxo-5-phenyl-2,3,4,5-tetrahydro-1H-1,5-benzodiazepin-3-yl}methyl)-1H-indazole-1-carboxylate (83 mg) in methylene chloride (10 mL) was treated with trifluoroacetic acid (1 mL). The reaction was stirred overnight then concentrated to dryness. The residue was chromatographed on silica gel (Hexane:Ethyl Acetate. The residue was triturated with Ethyl Ether and filtered to yield the title compound a... The product is NC(=O)c1c(C(=O)O)cccc1[N+](=O)[O-]. The reactants are Cl, [K+], O=C1NC(=O)c2c1cccc2[N+](=O)[O-], [OH-], O. RXN SMILES: [ClH:17].[K+:2].[N+:3](=[O:4])([O-:5])[c:6]1[c:7]2[c:8]([cH:14][cH:15][cH:16]1)[C:9](=[O:10])[NH:11][C:12]2=[O:13].[OH-:1].[OH2:18]>>[OH:1][C:9]([c:8]1[c:7]([C:12]([NH2:11])=[O:13])[c:6]([N+:3](=[O:4])[O-:5])[cH:16][cH:15][cH:14]1)=[O:10]. Reactants: CC(C)(C)OC(=O)N1CCC(NC(=O)Nc2ccc3nc(NC4CCc5ccccc54)ccc3c2)CC1, ClCCl, [Na+], [Na+], O=C([O-])[O-], O, O=C(O)C(F)(F)F. Yields the product O=C(Nc1ccc2nc(NC3CCc4ccccc43)ccc2c1)NC1CCNCC1. As a reaction SMILES: [C:1]([O:2][C:3](=[O:4])[N:8]1[CH2:9][CH2:10][CH:11]([NH:14][C:15](=[O:16])[NH:17][c:18]2[cH:19][c:20]3[cH:21][cH:22][c:23]([NH:28][CH:29]4[CH2:30][CH2:31][c:32]5[cH:33][cH:34][cH:35][cH:36][c:37]54)[n:24][c:25]3[cH:26][cH:27]2)[CH2:12][CH2:13]1)([CH3:5])([CH3:6])[CH3:7].[CH2:51]([Cl:52])[Cl:53].[Na+:45].[Na+:46].[O-:47][C:48](=[O:49])[O-:50].[OH2:54].[OH:38][C:39]([C:40]([F:41])([F:42])[F:43])=[O:44]>>[NH:8]1[CH2:9][CH2:10][CH:11]([NH:14][C:15](=[O:16])[NH:17][c:18]2[cH:19][c:20]3[cH:21][cH:22][c:23]([NH:28][CH:29]4[CH2:30][CH2:31][c:32]5[cH:33][cH:34][cH:35][cH:36][c:37]54)[n:24][c:25]3[cH:26][cH:27]2)[CH2:12][CH2:13]1. The reactants are COC(=O)c1cccc2c1C1CCCNC1CC2, N, O=C(O)c1ccc2[nH]cnc2c1. Yields the product COC(=O)c1cccc2c1C1CCCN(C(=O)c3ccc4[nH]cnc4c3)C1CC2. Reaction SMILES: [CH3:13][O:14][C:15](=[O:16])[c:17]1[cH:18][cH:19][cH:20][c:21]2[c:22]1[CH:23]1[CH2:24][CH2:25][CH2:26][NH:27][CH:28]1[CH2:29][CH2:30]2.[NH3:31].[nH:1]1[cH:2][n:3][c:4]2[c:5]1[cH:6][cH:7][c:8]([C:10](=[O:11])[OH:12])[cH:9]2>>[nH:1]1[cH:2][n:3][c:4]2[c:5]1[cH:6][cH:7][c:8]([C:10](=[O:12])[N:27]1[CH2:26][CH2:25][CH2:24][CH:23]3[c:22]4[c:17]([C:15]([O:14][CH3:13])=[O:16])[cH:18][cH:19][cH:20][c:21]4[CH2:30][CH2:29][CH:28]31)[cH:9]2. The reactants are BrC1=CC=C(C=C1)[C@H](C)N1C(O[C@](CC1)(C1=CC=CC=C1)CCCN1S(CCC1)(=O)=O)=O ((R)-3-((S)-1-(4-bromophenyl)ethyl)-6-(3-(1,1-dioxo-isothiazolidin-2-yl)propyl)-6-phenyl-1,3-oxazinan-2-one), CC1=NC=CC(=C1)B(O)O (2-methylpyridine-4-boronic acid). Yields the product O=S1(N(CCC1)CCC[C@@]1(CCN(C(O1)=O)[C@@H](C)C1=CC=C(C=C1)C1=CC(=NC=C1)C)C1=CC=CC=C1)=O ((R)-6-(3-(1,1-dioxo-isothiazolidin-2-yl)propyl)-3-((S)-1-(4-(2-methylpyridin-4-yl)phenyl)ethyl)-6-phenyl-1,3-oxazinan-2-one). As a reaction SMILES: Br[C:2]1[CH:7]=[CH:6][C:5]([C@@H:8]([N:10]2[CH2:15][CH2:14][C@:13]([CH2:22][CH2:23][CH2:24][N:25]3[CH2:29][CH2:28][CH2:27][S:26]3(=[O:31])=[O:30])([C:16]3[CH:21]=[CH:20][CH:19]=[CH:18][CH:17]=3)[O:12][C:11]2=[O:32])[CH3:9])=[CH:4][CH:3]=1.[CH3:33][C:34]1[CH:39]=[C:38](B(O)O)[CH:37]=[CH:36][N:35]=1>>[O:30]=[S:26]1(=[O:31])[CH2:27][CH2:28][CH2:29][N:25]1[CH2:24][CH2:23][CH2:22][C@@:13]1([C:16]2[CH:21]=[CH:20][CH:19]=[CH:18][CH:17]=2)[O:12][C:11](=[O:32])[N:10]([C@H:8]([C:5]2[CH:6]=[CH:7][C:2]([C:38]3[CH:37]=[CH:36][N:35]=[C:34]([CH3:33])[CH:39]=3)=[CH:3][CH:4]=2)[CH3:9])[CH2:15][CH2:14]1. Procedure details: The title compound was prepared from (R)-3-((S)-1-(4-bromophenyl)ethyl)-6-(3-(1,1-dioxo-isothiazolidin-2-yl)propyl)-6-phenyl-1,3-oxazinan-2-one and 2-methylpyridine-4-boronic acid following a procedure analogous to that described in Example 1 Step 2. LC-MS Method 2 tR=1.001, m/z=534.1; 1H NMR (CDCl3) 1.22-1.33 (m, 1H), 1.52 (d, 3H), 1.68-1.81 (m, 1H), 1.83-2.03 (m, 2H), 2.12-2.38 (m, 5H), 2.83-2.91 (m, 5H), 2.93-3.13 (m, 5H), 5.68 (m, 1H), 7.09 (d, 2H), 7.18-7.32 (m, 5H), 7.36 (d, 2H), 7.61 (s, ... The reactants are CCN(C(C)C)C(C)C, N#CCCl, Cl, O=C1CCNCC1, C1CCOC1, O. The product is N#CCN1CCC(=O)CC1. RXN SMILES: [CH:14]([N:15]([CH:16]([CH3:17])[CH3:18])[CH2:19][CH3:20])([CH3:21])[CH3:22].[Cl:10][CH2:11][C:12]#[N:13].[ClH:2].[NH:3]1[CH2:4][CH2:5][C:6](=[O:9])[CH2:7][CH2:8]1.[O:23]1[CH2:24][CH2:25][CH2:26][CH2:27]1.[OH2:1]>>[N:3]1([CH2:11][C:12]#[N:13])[CH2:4][CH2:5][C:6](=[O:9])[CH2:7][CH2:8]1. The reactants are BrC1=CC(=C(S1)C(=O)OC)C(Br)Br (Methyl 5-bromo-3-(dibromomethyl)thiophene-2-carboxylate), C(C)O.O (ethanol water), Cl (hydrochloric acid). Reagents/catalysts: [N+](=O)([O-])[O-].[Ag+] (Silver nitrate). Run at temperature 80 celsius, time 3 hour. Product: BrC1=CC(=C(S1)C(=O)OC)C=O (Methyl 5-bromo-3-formylthiophene-2-carboxylate). The yield is 98.0%. Reaction SMILES: [Br:1][C:2]1[S:6][C:5]([C:7]([O:9][CH3:10])=[O:8])=[C:4]([CH:11](Br)Br)[CH:3]=1.Cl.C([OH:17])C.O>[N+]([O-])([O-])=O.[Ag+]>[Br:1][C:2]1[S:6][C:5]([C:7]([O:9][CH3:10])=[O:8])=[C:4]([CH:11]=[O:17])[CH:3]=1 |f:2.3,4.5|. Reported procedure: Silver nitrate (1.43 g, 8.39 mmol) was added to a mixed solution of methyl 5-bromo-3-(dibromomethyl)thiophene-2-carboxylate obtained in Example (246a) (1.57 g, 4.00 mmol) in ethanol/water (30 mL/10 mL), and the mixture was stirred at 80° C. for three hours. Concentrated hydrochloric acid was added to the reaction solution at 0° C., and then the mixture was filtered. The filtrate was concentrated under reduced pressure. Then, saturated aqueous sodium bicarbonate solution was added to the resultin...